Dataset: the Open Reaction Database (ORD), a public repository of structured organic reaction records. Task: describe an organic reaction: reactants, conditions, products, and yield The reactants are IC1=CC=C(C=C1)[N+](=O)[O-] (1-iodo-4-nitrobenzene), C(C=C)O (allyl alcohol), C([O-])(O)=O.[Na+] (sodium bicarbonate), CN(C=O)C (dimethylformamide). RXN SMILES: I[C:2]1[CH:7]=[CH:6][C:5]([N+:8]([O-:10])=[O:9])=[CH:4][CH:3]=1.[CH2:11]([OH:14])[CH:12]=[CH2:13].C(=O)(O)[O-].[Na+].CN(C)C=O>CCCC[N+](CCCC)(CCCC)CCCC.[Cl-].C([O-])(=O)C.[Pd+2].C([O-])(=O)C.O.C(OC)(C)(C)C>[N+:8]([C:5]1[CH:6]=[CH:7][C:2]([CH2:13][CH2:12][CH:11]=[O:14])=[CH:3][CH:4]=1)([O-:10])=[O:9] |f:2.3,5.6,7.8.9|. Product: [N+](=O)([O-])C1=CC=C(C=C1)CCC=O (3-(4-Nitro-phenyl)-propionaldehyde). Solvent: O (water), C(C)(C)(C)OC (methyl tert-butyl ether). The reagents and catalysts are CCCC[N+](CCCC)(CCCC)CCCC.[Cl-] (tetra-N-butylammonium chloride), C(C)(=O)[O-].[Pd+2].C(C)(=O)[O-] (palladium acetate). Conditions: temperature 35 celsius. Procedure details: Add 1-iodo-4-nitrobenzene (100 g, 400 mmol), allyl alcohol (40 mL, 590 mmol), sodium bicarbonate (80 g, 940 mmol), palladium acetate (4.5 g, 0.05 mmol), tetra-N-butylammonium chloride (110 g, 390 mmol) and dimethylformamide (500 mL) to a 2 L flask and stir. Degas the reaction by pump purging with nitrogen, then heat to 35° C. for 30 hours. Cool the reaction to 0° C. and add methyl tert-butyl ether and water. Stir for 30 minutes then filter over Hyflo Super Cel®. Separate the layers and add tetra... Starting materials: CC(C)(C)OC(=O)N1CCOC(Cc2cccc(C=Cc3cccnc3)c2)C1, Cc1cccc(CC2CN(Cc3ccccc3)CCO2)c1, CC(Cl)OC(=O)Cl. Yields the product Cc1cccc(CC2CNCCO2)c1. As a reaction SMILES: [C:22]([N:23]1[CH2:24][CH2:25][O:26][CH:27]([CH2:28][c:29]2[cH:30][cH:31][cH:32][c:33]([CH:34]=[CH:35][c:36]3[cH:37][n:38][cH:39][cH:40][cH:41]3)[cH:42]2)[CH2:43]1)([O:44][C:45]([CH3:46])([CH3:47])[CH3:48])=[O:49].[CH2:1]([c:2]1[cH:3][cH:4][cH:5][cH:6][cH:7]1)[N:8]1[CH2:9][CH:10]([CH2:14][c:15]2[cH:16][c:17]([CH3:21])[cH:18][cH:19][cH:20]2)[O:11][CH2:12][CH2:13]1.[Cl:50][C:51]([O:52][CH:53]([Cl:54])[CH3:55])=[O:56]>>[NH:8]1[CH2:9][CH:10]([CH2:14][c:15]2[cH:16][c:17]([CH3:21])[cH:18][cH:19][cH:20]2)[O:11][CH2:12][CH2:13]1. Starting materials: FC1=C(C=CC(=C1)F)N1C=C(C(C2=CC(=C(C(=C12)F)F)F)=O)C(=O)O (1-(2,4-difluorophenyl)-6,7,8-trifluoro-1,4- dihydro-4-oxoquinoline-3-carboxylic acid), NC1=C2CNCC2=CC=C1 (4-aminoisoindoline), C1CCC2=NCCCN2CC1 (DBU). The solvent is CN(C)C=O (DMF). Product: NC1=C2CN(CC2=CC=C1)C1=C(C=C2C(C(=CN(C2=C1F)C1=C(C=C(C=C1)F)F)C(=O)O)=O)F (7-(4-amino-2-isoindolinyl)-1-(2,4-difluorophenyl)-6,8- difluoro-1,4-dihydro-4-oxoquinoline-3-carboxylic acid). Yield: 31.9%. Reaction SMILES: [F:1][C:2]1[CH:7]=[C:6]([F:8])[CH:5]=[CH:4][C:3]=1[N:9]1[C:18]2[C:13](=[CH:14][C:15]([F:21])=[C:16](F)[C:17]=2[F:19])[C:12](=[O:22])[C:11]([C:23]([OH:25])=[O:24])=[CH:10]1.[NH2:26][C:27]1[CH:35]=[CH:34][CH:33]=[C:32]2[C:28]=1[CH2:29][NH:30][CH2:31]2.C1CCN2C(=NCCC2)CC1>CN(C=O)C>[NH2:26][C:27]1[CH:35]=[CH:34][CH:33]=[C:32]2[C:28]=1[CH2:29][N:30]([C:16]1[C:17]([F:19])=[C:18]3[C:13]([C:12](=[O:22])[C:11]([C:23]([OH:25])=[O:24])=[CH:10][N:9]3[C:3]3[CH:4]=[CH:5][C:6]([F:8])=[CH:7][C:2]=3[F:1])=[CH:14][C:15]=1[F:21])[CH2:31]2. Procedure details: 178 mg of 1-(2,4-difluorophenyl)-6,7,8-trifluoro-1,4- dihydro-4-oxoquinoline-3-carboxylic acid, 81 mg of 4-aminoisoindoline, 137 mg of DBU, and 1.5 ml of anhydrous DMF were processed in the same manner as in Example 20 to produce 75 mg of the target compound. Starting materials: ClC1=CC(=C(C=C1)C(CC(=O)C1=CN(C(C=C1)=O)C)C1=CC=C(C(=O)NCCO)C=C1)F (4-[1-(4-chloro-2-fluoro-phenyl)-3-(1-methyl-6-oxo-1,6-dihydro-pyridin-3-yl)-3-oxo-propyl]-N-(2-hydroxy-ethyl)-benzamide), Cl.NO (hydroxylamine hydrochloride), C(O)([O-])=O.[Na+] (sodium hydrogencarbonate). The product is ClC1=CC(=C(C=C1)C(C\C(\C1=CN(C(C=C1)=O)C)=N/O)C1=CC=C(C(=O)NCCO)C=C1)F (4-[1-(4-Chloro-2-fluoro-phenyl)-3-[(E)-hydroxyimino]-3-(1-methyl-6-oxo-1,6-dihydro-pyridin-3-yl)-propyl]-N-(2-hydroxy-ethyl)-benzamide). RXN SMILES: [Cl:1][C:2]1[CH:7]=[CH:6][C:5]([CH:8]([C:20]2[CH:31]=[CH:30][C:23]([C:24]([NH:26][CH2:27][CH2:28][OH:29])=[O:25])=[CH:22][CH:21]=2)[CH2:9][C:10]([C:12]2[CH:17]=[CH:16][C:15](=[O:18])[N:14]([CH3:19])[CH:13]=2)=O)=[C:4]([F:32])[CH:3]=1.Cl.[NH2:34][OH:35].C(=O)([O-])O.[Na+]>>[Cl:1][C:2]1[CH:7]=[CH:6][C:5]([CH:8]([C:20]2[CH:21]=[CH:22][C:23]([C:24]([NH:26][CH2:27][CH2:28][OH:29])=[O:25])=[CH:30][CH:31]=2)[CH2:9]/[C:10](=[N:34]\[OH:35])/[C:12]2[CH:17]=[CH:16][C:15](=[O:18])[N:14]([CH3:19])[CH:13]=2)=[C:4]([F:32])[CH:3]=1 |f:1.2,3.4|. Procedure: In analogy to example 151, step 3, 4-[1-(4-chloro-2-fluoro-phenyl)-3-(1-methyl-6-oxo-1,6-dihydro-pyridin-3-yl)-3-oxo-propyl]-N-(2-hydroxy-ethyl)-benzamide was reacted with hydroxylamine hydrochloride in the presence of sodium hydrogencarbonate to give the title compound as a colourless foam containing 7% of the corresponding Z isomer, MS (ESI+): m/z=472.2 [M+H]+.